Dataset: the Open Reaction Database (ORD), a public repository of structured organic reaction records. Task: describe an organic reaction: reactants, conditions, products, and yield Reaction SMILES: [N+:1]([C:4]1[CH:19]=[CH:18][C:7]([CH2:8][CH:9]2[CH2:12][CH:11]([C:13]([O:15][CH2:16][CH3:17])=[O:14])[CH2:10]2)=[CH:6][CH:5]=1)([O-:3])=[O:2].[C:20]1(C2CC(C(C)C(OCC)=O)C2)C=CC=CC=1>>[N+:1]([C:4]1[CH:5]=[CH:6][C:7]([CH:8]2[CH2:9][CH:12]([CH:11]([CH3:10])[C:13]([O:15][CH2:16][CH3:17])=[O:14])[CH2:20]2)=[CH:18][CH:19]=1)([O-:3])=[O:2]. The product is [N+](=O)([O-])C1=CC=C(C=C1)C1CC(C1)C(C(=O)OCC)C (Ethyl 2-[3-(4-nitrophenyl)cyclobutyl]propanoate). Procedure: Following the general procedure described for ethyl 3-(4-nitrobenzyl)cyclobutanecarboxylate (Intermediate 93i), replacing ethyl 3-benzylcyclobutanecarboxylate with ethyl 2-(3-phenylcyclobutyl)propanoate the title compound was obtained which was used directly in the next step. The reactants are [N+](=O)([O-])C1=CC=C(CC2CC(C2)C(=O)OCC)C=C1 (ethyl 3-(4-nitrobenzyl)cyclobutanecarboxylate), [N+](=O)([O-])C1=CC=C(CC2CC(C2)C(=O)OCC)C=C1 (ethyl 3-(4-nitrobenzyl)cyclobutanecarboxylate), C1(=CC=CC=C1)C1CC(C1)C(C(=O)OCC)C (ethyl 2-(3-phenylcyclobutyl)propanoate). Reactants: CC1(C=2C=CC(=CC2C(CC1)(C)C)CC#C)C (3-(5,6,7,8-tetrahydro-5,5,8,8-tetramethyl-2-naphthyl)-1-propyne), IC1=CC=C(C(=O)O)C=C1 (4-iodobenzoic acid), expected acid. The product is CC1(C=2C=CC(=CC2C(CC1)(C)C)CC#CC1=CC=C(C(=O)O)C=C1)C (4-[3-(5,6,7,8-Tetrahydro-5,5,8,8-tetramethyl-2-naphthyl)-1-propynyl]benzoic acid). As a reaction SMILES: [CH3:1][C:2]1([CH3:17])[CH2:11][CH2:10][C:9]([CH3:13])([CH3:12])[C:8]2[CH:7]=[C:6]([CH2:14][C:15]#[CH:16])[CH:5]=[CH:4][C:3]1=2.I[C:19]1[CH:27]=[CH:26][C:22]([C:23]([OH:25])=[O:24])=[CH:21][CH:20]=1>>[CH3:1][C:2]1([CH3:17])[CH2:11][CH2:10][C:9]([CH3:12])([CH3:13])[C:8]2[CH:7]=[C:6]([CH2:14][C:15]#[C:16][C:19]3[CH:27]=[CH:26][C:22]([C:23]([OH:25])=[O:24])=[CH:21][CH:20]=3)[CH:5]=[CH:4][C:3]1=2. Reported procedure: In a similar manner to Example 16(c), by reaction of 8 g (35.3 mmol) of 3-(5,6,7,8-tetrahydro-5,5,8,8-tetramethyl-2-naphthyl)-1-propyne with 8 g (32.1 mmol) of 4-iodobenzoic acid, 10.4 g (94%) of the expected acid are obtained, with a melting point of 167-8° C. Starting materials: CSS(=O)(=O)C (methyl methanethiolsulfonate), C(C)NC(=O)C=1C2=C(SC1[Si](C)(C)C)C=CC=C2 (N-Ethyl-2-(trimethylsilyl)-benzo[b]thiophene-3-carboxamide), [Li]CCCC (n-BuLi), ice water. Run in C1CCOC1 (THF), C1CCOC1 (THF), CCCCCC (hexane). Run at time 0.5 hour. Yields the product C(C)N(C(=O)C=1C2=C(SC1[Si](C)(C)C)C=CC=C2)SC (N-Ethyl-N-(methylthio)-2-(trimethylsilyl)benzo[b]-thiophene-3-carboxamide). Isolated yield 77.3%. As a reaction SMILES: [CH2:1]([NH:3][C:4]([C:6]1[C:7]2[CH:18]=[CH:17][CH:16]=[CH:15][C:8]=2[S:9][C:10]=1[Si:11]([CH3:14])([CH3:13])[CH3:12])=[O:5])[CH3:2].[Li]CCCC.[CH3:24][S:25]S(C)(=O)=O>C1COCC1.CCCCCC>[CH2:1]([N:3]([S:25][CH3:24])[C:4]([C:6]1[C:7]2[CH:18]=[CH:17][CH:16]=[CH:15][C:8]=2[S:9][C:10]=1[Si:11]([CH3:12])([CH3:13])[CH3:14])=[O:5])[CH3:2]. Procedure: To a solution of the product of Example 8 (1.1 g, 4 mmol) in 20 mL THF at <-60° C. under a positive nitrogen atmosphere was added dropwise 2.5M of n-BuLi in hexane (2.2 mL) at <-60° C., and the solution was stirred for 0.5 h. A solution of methyl methanethiolsulfonate (0.6 g, 4.8 mmol) in 2 mL THF was added at <-60° C. After 1 h at ambient temperature, the solution was poured into ice water and extracted with methylene chloride. The organic layer was washed with brine, dried, and concentrated in... The reactants are C(C)(C)(C)OC(=O)N1CCN(C2=CC=CC=C12)C1=NC=C(C=C1)N1CCNCC1 (4-(5-(piperazin-1-yl)pyridin-2-yl)-3,4-dihydro-2H-quinoxaline-1-carboxylic acid tert-butyl ester), ClCCl (dichloromethane), C(C)S(=O)(=O)Cl (ethylsulphonyl chloride). Solvent: C(C)N(CC)CC (triethylamine). Run at time 3 hour. Product: C(C)(C)(C)OC(=O)N1CCN(C2=CC=CC=C12)C1=NC=C(C=C1)N1CCN(CC1)S(=O)(=O)CC (4-[5-(4-(ethanesulphonyl)piperazin-1-yl)pyridin-2-yl]-3,4-dihydro-2H-quinoxaline-1-carboxylic acid tert-butyl ester). RXN SMILES: [C:1]([O:5][C:6]([N:8]1[C:17]2[C:12](=[CH:13][CH:14]=[CH:15][CH:16]=2)[N:11]([C:18]2[CH:23]=[CH:22][C:21]([N:24]3[CH2:29][CH2:28][NH:27][CH2:26][CH2:25]3)=[CH:20][N:19]=2)[CH2:10][CH2:9]1)=[O:7])([CH3:4])([CH3:3])[CH3:2].ClCCl.[CH2:33]([S:35](Cl)(=[O:37])=[O:36])[CH3:34]>C(N(CC)CC)C>[C:1]([O:5][C:6]([N:8]1[C:17]2[C:12](=[CH:13][CH:14]=[CH:15][CH:16]=2)[N:11]([C:18]2[CH:23]=[CH:22][C:21]([N:24]3[CH2:29][CH2:28][N:27]([S:35]([CH2:33][CH3:34])(=[O:37])=[O:36])[CH2:26][CH2:25]3)=[CH:20][N:19]=2)[CH2:10][CH2:9]1)=[O:7])([CH3:4])([CH3:2])[CH3:3]. Reported procedure: 0.8 g of 4-(5-(piperazin-1-yl)pyridin-2-yl)-3,4-dihydro-2H-quinoxaline-1-carboxylic acid tert-butyl ester is placed in a 25 ml round-bottomed flask. ml of dichloromethane are added, followed by 0.37 ml of triethylamine and finally 0.23 ml of ethylsulphonyl chloride. The reaction mixture is stirred at ambient temperature for 3 h, then washed twice with water and once with a saturated sodium chloride solution and then evaporated under reduced pressure. 0.98 g of 4-[5-(4-(ethanesulphonyl)piperazin-... Starting materials: 2-substituted-1,3-benzodioxole, C=1(O)C(O)=CC=CC1 (catechol), C1(=CC=C(C=C1)S(=O)(=O)O)C (para-toluenesulfonic acid), COC(C)(C)OC (dimethoxypropane), dialkoxyalkane. Product: CC1(OC2=C(O1)C=CC=C2)C (2,2-dimethyl-1,3-benzodioxole). RXN SMILES: [C:1]1([C:3](=[CH:5][CH:6]=[CH:7][CH:8]=1)[OH:4])[OH:2].[C:9]1(C)[CH:14]=CC(S(O)(=O)=O)=C[CH:10]=1.COC(OC)(C)C>>[CH3:10][C:9]1([CH3:14])[O:4][C:3]2[CH:5]=[CH:6][CH:7]=[CH:8][C:1]=2[O:2]1. Reported procedure: The preparation of the 2-substituted-1,3-benzodioxole starting compounds is known to the art. For example, catechol is subjected to dehydration and the resulting mixture is treated with para-toluenesulfonic acid. Thereafter, dimethoxypropane or another dialkoxyalkane within the ambit of this invention is added to this mixture and the final reaction mix is heated to distill off methanol and drive to reaction to completion. The resulting product is isolated as 2,2-dimethyl-1,3-benzodioxole. It is ... The reactants are C(C)(C)(C)C=1N=C(C=2C(N1)=NN(N2)CC)N2CC(CC2)(F)F (5-tert-Butyl-7-(3,3-difluoro-pyrrolidin-1-yl)-2-ethyl-2H-[1,2,3]triazolo[4,5-d]pyrimidine), C(C)(C)(C)C=1N=C(C2=C(N1)NN=N2)N2CC(CC2)(F)F (5-tert-butyl-7-(3,3-difluoropyrrolidin-1-yl)-3H-[1,2,3]triazolo[4,5-d]pyrimidine), BrCC1=C(C=C(C(=C1)F)F)Cl (1-(bromomethyl)-2-chloro-4,5-difluorobenzene). Product: C(C)(C)(C)C=1N=C(C=2C(N1)=NN(N2)CC2=C(C=C(C(=C2)F)F)Cl)N2CC(CC2)(F)F (5-tert-Butyl-2-(2-chloro-4,5-difluoro-benzyl)-7-(3,3-difluoro-pyrrolidin-1-yl)-2H-[1,2,3]triazolo[4,5-d]pyrimidine), gum. The yield is 34.0%. Reaction SMILES: [C:1]([C:5]1[N:6]=[C:7]([N:16]2[CH2:20][CH2:19][C:18]([F:22])([F:21])[CH2:17]2)[C:8]2[C:9](=[N:11][N:12]([CH2:14][CH3:15])[N:13]=2)[N:10]=1)([CH3:4])([CH3:3])[CH3:2].C(C1N=C(N2CCC(F)(F)C2)C2N=NNC=2N=1)(C)(C)C.BrCC1[CH:50]=[C:49]([F:51])[C:48]([F:52])=[CH:47][C:46]=1[Cl:53]>>[C:1]([C:5]1[N:6]=[C:7]([N:16]2[CH2:20][CH2:19][C:18]([F:21])([F:22])[CH2:17]2)[C:8]2[C:9](=[N:11][N:12]([CH2:14][C:15]3[CH:50]=[C:49]([F:51])[C:48]([F:52])=[CH:47][C:46]=3[Cl:53])[N:13]=2)[N:10]=1)([CH3:2])([CH3:3])[CH3:4]. Procedure: In analogy to the procedure described for the synthesis of 5-tert-butyl-7-(3,3-difluoro-pyrrolidin-1-yl)-2-ethyl-2H-[1,2,3]triazolo[4,5-d]pyrimidine (example 3, step b), the title compound was prepared from 5-tert-butyl-7-(3,3-difluoropyrrolidin-1-yl)-3H-[1,2,3]triazolo[4,5-d]pyrimidine and 1-(bromomethyl)-2-chloro-4,5-difluorobenzene and isolated as colorless gum (6.2 mg, 34%). MS (m/e): 443.4 (MH+). Reactants: C=O, CCNCC, CCO, NC(=O)c1cn(-c2ccc(F)cc2)c2cc(-c3ccncc3)ccc2c1=O. Product: CCN(CC)CNC(=O)c1cn(-c2ccc(F)cc2)c2cc(-c3ccncc3)ccc2c1=O. RXN SMILES: [CH2:28]=[O:29].[CH2:30]([CH3:31])[NH:32][CH2:33][CH3:34].[CH3:35][CH2:36][OH:37].[F:1][c:2]1[cH:3][cH:4][c:5](-[n:8]2[cH:9][c:10]([C:25](=[O:26])[NH2:27])[c:11](=[O:24])[c:12]3[cH:13][cH:14][c:15](-[c:18]4[cH:19][cH:20][n:21][cH:22][cH:23]4)[cH:16][c:17]23)[cH:6][cH:7]1>>[F:1][c:2]1[cH:3][cH:4][c:5](-[n:8]2[cH:9][c:10]([C:25](=[O:26])[NH:27][CH2:28][N:32]([CH2:30][CH3:31])[CH2:33][CH3:34])[c:11](=[O:24])[c:12]3[cH:13][cH:14][c:15](-[c:18]4[cH:19][cH:20][n:21][cH:22][cH:23]4)[cH:16][c:17]23)[cH:6][cH:7]1.